The task is: describe an organic reaction: reactants, conditions, products, and yield. This data is from the Open Reaction Database (ORD), a public repository of structured organic reaction records. Procedure details: A suspension of 1.13 g (3.0 mmol) of (S)-7-chloro-1-(5-chloromethyl-1,2,4-oxadiazol-3-yl)-12,12a-dihydro-9H,11H-azeto[2,1-c]imidazo[1,5-a][1,4]benzodiazepin-9-one in 15 ml of N,N-dimethylformamide was treated with 0.74 ml (9.0 mmol) of propylamine and stirred at room temperature under argon for 3 hrs. The solution was evaporated, the residue was taken up in 20 ml of water and the aqueous phase was extracted with methylene chloride. The combined extracts were washed twice with water, dried with s... As a reaction SMILES: [Cl:1][C:2]1[CH:3]=[CH:4][C:5]2[N:11]3[CH:12]=[N:13][C:14]([C:15]4[N:19]=[C:18]([CH2:20]Cl)[O:17][N:16]=4)=[C:10]3[C@@H:9]3[CH2:22][CH2:23][N:8]3[C:7](=[O:24])[C:6]=2[CH:25]=1.[CH2:26]([NH2:29])[CH2:27][CH3:28]>CN(C)C=O>[Cl:1][C:2]1[CH:3]=[CH:4][C:5]2[N:11]3[CH:12]=[N:13][C:14]([C:15]4[N:19]=[C:18]([CH2:20][NH:29][CH2:26][CH2:27][CH3:28])[O:17][N:16]=4)=[C:10]3[C@@H:9]3[CH2:22][CH2:23][N:8]3[C:7](=[O:24])[C:6]=2[CH:25]=1. Starting materials: ClC=1C=CC2=C(C(N3[C@H](C=4N2C=NC4C4=NOC(=N4)CCl)CC3)=O)C1 ((S)-7-chloro-1-(5-chloromethyl-1,2,4-oxadiazol-3-yl)-12,12a-dihydro-9H,11H-azeto[2,1-c]imidazo[1,5-a][1,4]benzodiazepin-9-one), C(CC)N (propylamine). The solvent is CN(C=O)C (N,N-dimethylformamide). Run at time 3 hour. Isolated yield 70.2%. The product is ClC=1C=CC2=C(C(N3[C@H](C=4N2C=NC4C4=NOC(=N4)CNCCC)CC3)=O)C1 ((S)-7-chloro-1-(5-propylaminomethyl-1,2,4-oxadiazol-3-yl)-12,12a-dihydro-9H,11H-azeto[2,1-c]imidazo[1,5-a][1,4]benzodiazepin-9-one). The reactants are OCC1=C2C=CC=NC2=C(C=C1)OC (5-hydroxymethyl-8-methoxyquinoline). The reagents and catalysts are [O-2].[O-2].[Mn+4] (manganese dioxide), [O-2].[O-2].[Mn+4] (manganese dioxide). Run in C(Cl)Cl (DCM). Reaction conditions: time 24 hour. Product: COC1=CC=C(C=2C=CC=NC12)C=O (8-methoxyquinoline-5-carbaldehyde). Yield: 94.3%. RXN SMILES: [OH:1][CH2:2][C:3]1[CH:12]=[CH:11][C:10]([O:13][CH3:14])=[C:9]2[C:4]=1[CH:5]=[CH:6][CH:7]=[N:8]2>C(Cl)Cl.[O-2].[O-2].[Mn+4]>[CH3:14][O:13][C:10]1[C:9]2[N:8]=[CH:7][CH:6]=[CH:5][C:4]=2[C:3]([CH:2]=[O:1])=[CH:12][CH:11]=1 |f:2.3.4|. Reported procedure: 5-Hydroxymethyl-8-methoxyquinoline (6.5 g, 34 mmol) from Step 1 was dissolved in 250 mL of DCM and treated with 24 g of manganese dioxide. After stirring for 24 h, the mixture was treated with an additional 6 g of manganese dioxide and stirred for 24 h. The mixture was filtered through a pad of Celite, and the filtrate was concentrated under vacuum to afford 6 g of the title compound as a brown solid. 1H NMR (CDCl3) δ 10.2 (s, 1 H), 9.69 (d, 1 H), 9.01 (d, 1 H), 8.01 (d, 1H), 7.61 (dd, 1H), 7.16... Reactants: ClC(=O)N1C=2C(C(NC3=C1C=CC=C3)=O)=CSC2C (4-(chlorocarbonyl)-4,9-dihydro-3-methyl-10H-thieno[3,4-b][1,5]benzodiazepin-10-one), C(C)N(CCCC1CNCCC1)CC (3-[3-(diethylamino)propyl]piperidine), C(C)(C)OC(C)C (diisopropylether). Yields the product C(C)N(CCCC1CN(CCC1)C(=O)N1C=2C(C(NC3=C1C=CC=C3)=O)=CSC2C)CC (4-[[3-[3-(Diethylamino)propyl]-1-piperidinyl]carbonyl]-4,9-dihydro-3-methyl-10H-thieno[3,4-b][1,5]benzodiazepin-10-one). Isolated yield 34.0%. As a reaction SMILES: Cl[C:2]([N:4]1[C:10]2[CH:11]=[CH:12][CH:13]=[CH:14][C:9]=2[NH:8][C:7](=[O:15])[C:6]2=[CH:16][S:17][C:18]([CH3:19])=[C:5]12)=[O:3].[CH2:20]([N:22]([CH2:32][CH3:33])[CH2:23][CH2:24][CH2:25][CH:26]1[CH2:31][CH2:30][CH2:29][NH:28][CH2:27]1)[CH3:21].C(OC(C)C)(C)C>>[CH2:32]([N:22]([CH2:20][CH3:21])[CH2:23][CH2:24][CH2:25][CH:26]1[CH2:31][CH2:30][CH2:29][N:28]([C:2]([N:4]2[C:10]3[CH:11]=[CH:12][CH:13]=[CH:14][C:9]=3[NH:8][C:7](=[O:15])[C:6]3=[CH:16][S:17][C:18]([CH3:19])=[C:5]23)=[O:3])[CH2:27]1)[CH3:33]. Procedure details: Prepared analogously to Example 4 from 4-(chlorocarbonyl)-4,9-dihydro-3-methyl-10H-thieno[3,4-b][1,5]benzodiazepin-10-one and 3-[3-(diethylamino)propyl]piperidine in a yield of 34% of theory. Colourless crystals, m.p. 136.0°-137.5° C. (diisopropylether). Starting materials: CS(=O)(=O)Nc1cc(C(O)CN)ccc1O, NC(=O)c1ccc(N2CCC(=O)CC2)cc1. Product: CS(=O)(=O)Nc1cc(C(O)CNC2CCN(c3ccc(C(N)=O)cc3)CC2)ccc1O. RXN SMILES: [NH2:17][CH2:18][CH:19]([OH:20])[c:21]1[cH:22][cH:23][c:24]([OH:32])[c:25]([NH:27][S:28](=[O:29])(=[O:30])[CH3:31])[cH:26]1.[O:1]=[C:2]1[CH2:3][CH2:4][N:5]([c:8]2[cH:9][cH:10][c:11]([C:12](=[O:13])[NH2:14])[cH:15][cH:16]2)[CH2:6][CH2:7]1>>[CH:2]1([NH:17][CH2:18][CH:19]([OH:20])[c:21]2[cH:22][cH:23][c:24]([OH:32])[c:25]([NH:27][S:28](=[O:29])(=[O:30])[CH3:31])[cH:26]2)[CH2:3][CH2:4][N:5]([c:8]2[cH:9][cH:10][c:11]([C:12](=[O:13])[NH2:14])[cH:15][cH:16]2)[CH2:6][CH2:7]1. Product: C(C)N(CC)C1=CC=C(C=C1)C (4-(N,N-diethylamino)toluene). Solvent: C1(=CC=CC=C1)C (toluene). The yield is 91.0%. Starting materials: ClC1=CC=C(C=C1)C (p-chlorotoluene), [Br-].[Li+] (lithium bromide), trans-di-μ-acetatobis[2-[bis(1,1-dimethylethyl)phosphino]-2-methylpropyl-C,P]dipalladium(II), C(C)NCC (diethylamine), CC(C)(C)[O-].[K+] (KOtBu). Reported procedure: 20 mmol of p-chlorotoluene (2.53 g), 24 mmol of diethylamine (1.75 g), 28 mmol of KOtBu (3.13 g), 4 mmol of lithium bromide (0.35 g) and 44 mg of trans-di-μ-acetatobis[2-[bis(1,1-dimethylethyl)phosphino]-2-methylpropyl-C,P]dipalladium(II) (0.3 mol %) are suspended in 50 ml of toluene and refluxed for 24 hours. After cooling to room temperature, the salts are filtered off and washed with petroleum ether. The solvents are removed from the filtrate on a rotary evaporator. Distillation via a bulb tu... As a reaction SMILES: Cl[C:2]1[CH:7]=[CH:6][C:5]([CH3:8])=[CH:4][CH:3]=1.[CH2:9]([NH:11][CH2:12][CH3:13])[CH3:10].CC([O-])(C)C.[K+].[Br-].[Li+]>C1(C)C=CC=CC=1>[CH2:9]([N:11]([C:2]1[CH:7]=[CH:6][C:5]([CH3:8])=[CH:4][CH:3]=1)[CH2:12][CH3:13])[CH3:10] |f:2.3,4.5|. The solvent is C(Cl)(Cl)Cl (chloroform). Yields the product C(C1=CC=CC=C1)N1C(N(C(C=2C1=NN1C2NC=C1)=O)CCC)=O (1-Benzyl-3-propyl-1,2,3,4-tetrahydro-5H-imidazo[2',1':5,1]pyrazolo[3,4-d]pyrimidine-2,4-dione). Reactants: C(C1=CC=CC=C1)N1C(N(C(C=2C1=NN1C2NCC1)=O)CCC)=O (1-benzyl-3-propyl-1,2,3,4,6,7-hexahydro-5H-imidazo [2',1': 5,1]- pyrazolo[3,4-d]pyrimidine-2,4-dione), C(C1=CC=CC=C1)(=O)OOC(C1=CC=CC=C1)=O (benzoyl peroxide). Reaction SMILES: [CH2:1]([N:8]1[C:13]2=[N:14][N:15]3[CH2:19][CH2:18][NH:17][C:16]3=[C:12]2[C:11](=[O:20])[N:10]([CH2:21][CH2:22][CH3:23])[C:9]1=[O:24])[C:2]1[CH:7]=[CH:6][CH:5]=[CH:4][CH:3]=1.C(OOC(=O)C1C=CC=CC=1)(=O)C1C=CC=CC=1>C(Cl)(Cl)Cl>[CH2:1]([N:8]1[C:13]2=[N:14][N:15]3[CH:19]=[CH:18][NH:17][C:16]3=[C:12]2[C:11](=[O:20])[N:10]([CH2:21][CH2:22][CH3:23])[C:9]1=[O:24])[C:2]1[CH:7]=[CH:6][CH:5]=[CH:4][CH:3]=1. Reported procedure: A solution of 1-benzyl-3-propyl-1,2,3,4,6,7-hexahydro-5H-imidazo [2',1': 5,1]- pyrazolo[3,4-d]pyrimidine-2,4-dione (4.5 g) and benzoyl peroxide (5.0 g) in chloroform (100 ml) was refluxed for 18 hours. The reaction mixture was concentrated to dryness, and the residue was dissolved in chloroform. The solution was washed with an aqueous solution of sodium carbonate and water, followed by drying and concentration to dryness. The residue was purified by flash chromatography. Recrystallization of thu...